This data is from the Open Reaction Database (ORD), a public repository of structured organic reaction records. The task is: describe an organic reaction: reactants, conditions, products, and yield Starting materials: C1CCNCC1, COc1ccc(C=O)cc1, CCO, O=C1CSC(=O)N1. Yields the product COc1ccc(C=C2SC(=O)NC2=O)cc1. Reaction SMILES: [CH2:18]1[CH2:19][CH2:20][NH:21][CH2:22][CH2:23]1.[CH3:1][O:2][c:3]1[cH:4][cH:5][c:6]([CH:7]=[O:8])[cH:9][cH:10]1.[CH3:24][CH2:25][OH:26].[S:11]1[C:12](=[O:17])[NH:13][C:14](=[O:16])[CH2:15]1>>[CH3:1][O:2][c:3]1[cH:4][cH:5][c:6]([CH:7]=[C:15]2[S:11][C:12](=[O:17])[NH:13][C:14]2=[O:16])[cH:9][cH:10]1. RXN SMILES: Cl[C:2]1[C:11]2[C:6](=[CH:7][CH:8]=[C:9]([C:12]([F:15])([F:14])[F:13])[CH:10]=2)[CH:5]=[CH:4][N:3]=1.[OH-].[K+].[C:18]1([OH:24])[CH:23]=[CH:22][CH:21]=[CH:20][CH:19]=1>CCOCC>[O:24]([C:2]1[C:11]2[C:6](=[CH:7][CH:8]=[C:9]([C:12]([F:15])([F:14])[F:13])[CH:10]=2)[CH:5]=[CH:4][N:3]=1)[C:18]1[CH:23]=[CH:22][CH:21]=[CH:20][CH:19]=1 |f:1.2|. Procedure: A mixture of 1-chloro-7-(trifluoromethyl)isoquinoline (1.5 g, 6.5 mmol), from above step C, KOH (0.73 g, 13 mmol) and phenol (6.1 g, 65 mmol) were heated at 100° C. for 72 h. The resulting mixture was cooled to room temperature and taken in Et2O and extracted with 4N NaOH (×3). The organic fraction was washed with water, saturated NaCl, dried over Na2SO4 and evaporated to give the title compound. Product: O(C1=CC=CC=C1)C1=NC=CC2=CC=C(C=C12)C(F)(F)F (1-Phenoxy-7-(trifluoromethyl)isoquinoline). The reactants are ClC1=NC=CC2=CC=C(C=C12)C(F)(F)F (1-chloro-7-(trifluoromethyl)isoquinoline), [OH-].[K+] (KOH), C1(=CC=CC=C1)O (phenol). Run in CCOCC (Et2O). Reactants: CCCCOc1c(CNC(=O)OC(C)(C)C)n(CC(C)C)c(=O)c2ccc(-c3nc(C(=O)O)cs3)cc12, CCN=C=NCCCN(C)C, CN(C)C=O, Cl, [NH4+], O, On1nnc2ccccc21. The product is CCCCOc1c(CNC(=O)OC(C)(C)C)n(CC(C)C)c(=O)c2ccc(-c3nc(C(N)=O)cs3)cc12. Reaction SMILES: [CH2:1]([CH2:2][CH2:3][CH3:4])[O:5][c:6]1[c:7]([CH2:29][NH:30][C:31](=[O:32])[O:33][C:34]([CH3:35])([CH3:36])[CH3:37])[n:8]([CH2:25][CH:26]([CH3:27])[CH3:28])[c:9](=[O:24])[c:10]2[cH:11][cH:12][c:13](-[c:16]3[s:17][cH:18][c:19]([C:21](=[O:22])[OH:23])[n:20]3)[cH:14][c:15]12.[CH2:39]([N:41]=[C:40]=[N:42][CH2:43][CH2:44][CH2:45][N:46]([CH3:47])[CH3:48])[CH3:49].[CH3:62][N:63]([CH3:64])[CH:65]=[O:66].[ClH:38].[NH4+:50].[OH2:61].[OH:51][n:52]1[c:53]2[cH:54][cH:55][cH:56][cH:57][c:58]2[n:59][n:60]1>>[CH2:1]([CH2:2][CH2:3][CH3:4])[O:5][c:6]1[c:7]([CH2:29][NH:30][C:31](=[O:32])[O:33][C:34]([CH3:35])([CH3:36])[CH3:37])[n:8]([CH2:25][CH:26]([CH3:27])[CH3:28])[c:9](=[O:24])[c:10]2[cH:11][cH:12][c:13](-[c:16]3[s:17][cH:18][c:19]([C:21](=[O:22])[NH2:41])[n:20]3)[cH:14][c:15]12. Reactants: BrC1\C(\C2=CC(=CC=C2C1Br)F)=C/C(=O)N ((Z)-2-(2,3-dibromo-6-fluoro-1-indanylidene)acetamide), C(OC)COC (dimethoxyethane). The reagents and catalysts are C([O-])([O-])=O.[Ag+2] (silver carbonate). Run in O (water), O (water). Reaction conditions: time 8 hour. Yields the product OC1\C(\C2=CC(=CC=C2C1O)F)=C/C(=O)N ((Z)-2-(2,3-dihydroxy-6-fluoro-1-indanylidene) acetamide). Isolated yield 35.0%. As a reaction SMILES: BrC1C(Br)[C:9]2[C:4](=[CH:5][C:6]([F:12])=[CH:7][CH:8]=2)/[C:3]/1=[CH:13]/[C:14]([NH2:16])=[O:15].[CH2:17]([CH2:20][O:21]C)[O:18]C>O.C(=O)([O-])[O-].[Ag+2]>[OH:21][CH:20]1[CH:17]([OH:18])[C:9]2[C:4](=[CH:5][C:6]([F:12])=[CH:7][CH:8]=2)/[C:3]/1=[CH:13]/[C:14]([NH2:16])=[O:15] |f:3.4|. Procedure: A mixture of (Z)-2-(2,3-dibromo-6-fluoro-1-indanylidene)acetamide (0.54 g, 1.55 mmoles) and silver carbonate (0.56 g, 2.03 mmoles, Aldrich) in dimethoxyethane (15 mL) and water (30 mL) was refluxed for 6 hours. The mixture was stirred overnight at ambient temperature and refluxed again for 6 hours. The mixture was diluted with water (100 mL) and extracted with ethyl acetate (6×30 mL). The combined extracts were washed with water (100 mL) and brine (100 mL), and evaporated in vacuo. The residue w...